This data is from the Open Reaction Database (ORD), a public repository of structured organic reaction records. The task is: describe an organic reaction: reactants, conditions, products, and yield Product: CC1=C(C(N(CO1)C(C)(C(C(C)C)=O)C)=O)C1=CC=CC=C1 (2-(2,3-dihydro-6-methyl-4-oxo-5-phenyl-4H-1,3-oxazin-3-yl)-2,4-dimethylpentan-3-one). Reported procedure: A solution of 2-(2,3-dihydro-6-methyl-4-oxo-5-phenyl-4H-1,3-oxazin-3-yl)-2,4-dimethylpentan-3-ol (1.7 g) in dichloromethane was added to a stirred mixture of pyridinium chlorochromate (1.81 g) and powdered molecular sieve (4A) in dichloromethane at 20° C. After 5 hours, ether was added, the mixture filtered through hyflo and evaporated. The residue was purified by dry column chromatography on silica gel, eluting with dichloromethane/ethyl acetate to give 2-(2,3-dihydro-6-methyl-4-oxo-5-phenyl-4H... The reactants are CCOCC (ether), CC1=C(C(N(CO1)C(C)(C(C(C)C)O)C)=O)C1=CC=CC=C1 (2-(2,3-dihydro-6-methyl-4-oxo-5-phenyl-4H-1,3-oxazin-3-yl)-2,4-dimethylpentan-3-ol), [Cr](=O)(=O)([O-])Cl.[NH+]1=CC=CC=C1 (pyridinium chlorochromate), ( 4A ). Run in ClCCl (dichloromethane), ClCCl (dichloromethane). Conditions: time 5 hour. Isolated yield 49.7%. RXN SMILES: [CH3:1][C:2]1[O:7][CH2:6][N:5]([C:8]([CH3:15])([CH:10]([OH:14])[CH:11]([CH3:13])[CH3:12])[CH3:9])[C:4](=[O:16])[C:3]=1[C:17]1[CH:22]=[CH:21][CH:20]=[CH:19][CH:18]=1.[Cr](Cl)([O-])(=O)=O.[NH+]1C=CC=CC=1.CCOCC>ClCCl>[CH3:1][C:2]1[O:7][CH2:6][N:5]([C:8]([CH3:9])([C:10](=[O:14])[CH:11]([CH3:13])[CH3:12])[CH3:15])[C:4](=[O:16])[C:3]=1[C:17]1[CH:18]=[CH:19][CH:20]=[CH:21][CH:22]=1 |f:1.2|. The reactants are [Na+], [OH-], CCOC(=O)C1(Nc2ccccc2)CCN(CCc2ccccc2)CC1, c1ccccc1. Product: OCC1(Nc2ccccc2)CCN(CCc2ccccc2)CC1. Reaction SMILES: [Na+:28].[OH-:27].[c:1]1([NH:7][C:8]2([C:22](=[O:23])[O:24][CH2:25][CH3:26])[CH2:9][CH2:10][N:11]([CH2:14][CH2:15][c:16]3[cH:17][cH:18][cH:19][cH:20][cH:21]3)[CH2:12][CH2:13]2)[cH:2][cH:3][cH:4][cH:5][cH:6]1.[cH:29]1[cH:30][cH:31][cH:32][cH:33][cH:34]1>>[c:1]1([NH:7][C:8]2([CH2:22][OH:23])[CH2:9][CH2:10][N:11]([CH2:14][CH2:15][c:16]3[cH:17][cH:18][cH:19][cH:20][cH:21]3)[CH2:12][CH2:13]2)[cH:2][cH:3][cH:4][cH:5][cH:6]1. Solvent: S(O)(O)(=O)=O (sulphuric acid), S(O)(O)(=O)=O (sulphuric acid). Procedure details: 5.5 g. (21.7 mMol) 6-isonicotinoylaminoindolin-2-one are dissolved portionwise in 20 ml. concentrated sulphuric acid, cooled with ice and 2.19 g. (21.7 mMol) potassium nitrate dissolved in concentrated sulphuric acid slowly added dropwise thereto. After 2 hours, the solution is poured on to ice, neutralised and filtered with suction. The residue is substantially dissolved in 2N hydrochloric acid, filtered, treated with Floridin (fullers' earth), filtered with suction and neutralised. There are o... Product: C(C1=CC=NC=C1)(=O)NC1=C(C=C2CC(NC2=C1)=O)[N+](=O)[O-] (6-Isonicotinoylamino-5-nitroindolin-2-one). RXN SMILES: [C:1]([NH:9][C:10]1[CH:18]=[C:17]2[C:13]([CH2:14][C:15](=[O:19])[NH:16]2)=[CH:12][CH:11]=1)(=[O:8])[C:2]1[CH:7]=[CH:6][N:5]=[CH:4][CH:3]=1.[N+:20]([O-])([O-:22])=[O:21].[K+]>S(=O)(=O)(O)O>[C:1]([NH:9][C:10]1[CH:18]=[C:17]2[C:13]([CH2:14][C:15](=[O:19])[NH:16]2)=[CH:12][C:11]=1[N+:20]([O-:22])=[O:21])(=[O:8])[C:2]1[CH:7]=[CH:6][N:5]=[CH:4][CH:3]=1 |f:1.2|. Reactants: C(C1=CC=NC=C1)(=O)NC1=CC=C2CC(NC2=C1)=O (6-isonicotinoylaminoindolin-2-one), [N+](=O)([O-])[O-].[K+] (potassium nitrate). Conditions: time 2 hour. Yield: 19.0%. Yields the product C(=O)(O)C1=C(C=C(C=C1)C=1C([C@@H]2CC[C@]3([C@@]4(CC[C@@]5([C@@H]([C@H]4CC[C@@H]3[C@]2(CC1)C)[C@@H](CC5)C(=C)C)C(=O)O)C)C)(C)C)F ((1R,3aS,5aR,5bR,7aR,11aS,11bR,13aR,13bR)-9-(4-carboxy-3-fluorophenyl)-5a,5b,8,8,11a-pentamethyl-1-(prop-1-en-2-yl)-2,3,3a,4,5,5a,5b,6,7,7a,8,11,11a,11b,12,13,13a,13b-octadecahydro-1H-cyclopenta[a]chrysene-3a-carboxylic acid), solid. Procedure details: The title compound was prepared following the method described above for compound (1R,3aS,5aR,5bR,7aR,11aS,11bR,13aR,13bR)-9-(4-(2-carboxyethyl)phenyl)-5a,5b,8,8,11a-pentamethyl-1-(prop-1-en-2-yl)-2,3,3a,4,5,5a,5b,6,7,7a,8,11,11a,11b,12,13,13a,13b-octadecahydro-1H-cyclopenta[a]chrysene-3a-carboxylic acid (example 4a) using 4-borono-2-fluorobenzoic acid as the reactant boronic acid. The product was isolated as a white solid (6.46 mg, 19%). LCMS: m/e 575.54 (M−H)−, 3.88 min (method 2). 1H NMR (599... Reactants: B(O)O (boronic acid), C(=O)(O)CCC1=CC=C(C=C1)C=1C([C@@H]2CC[C@]3([C@@]4(CC[C@@]5([C@@H]([C@H]4CC[C@@H]3[C@]2(CC1)C)[C@@H](CC5)C(=C)C)C(=O)O)C)C)(C)C ((1R,3aS,5aR,5bR,7aR,11aS,11bR,13aR,13bR)-9-(4-(2-carboxyethyl)phenyl)-5a,5b,8,8,11a-pentamethyl-1-(prop-1-en-2-yl)-2,3,3a,4,5,5a,5b,6,7,7a,8,11,11a,11b,12,13,13a,13b-octadecahydro-1H-cyclopenta[a]chrysene-3a-carboxylic acid), B(O)(O)C1=CC(=C(C(=O)O)C=C1)F (4-borono-2-fluorobenzoic acid). RXN SMILES: C(CCC1C=CC([C:12]2[C:13]([CH3:43])([CH3:42])[C@H:14]3[C@:27]([CH3:30])([CH2:28][CH:29]=2)[C@@H:26]2[C@:17]([CH3:41])([C@@:18]4([CH3:40])[C@H:23]([CH2:24][CH2:25]2)[C@H:22]2[C@H:31]([C:34]([CH3:36])=[CH2:35])[CH2:32][CH2:33][C@:21]2([C:37]([OH:39])=[O:38])[CH2:20][CH2:19]4)[CH2:16][CH2:15]3)=CC=1)(O)=O.B([C:47]1[CH:55]=[CH:54][C:50]([C:51]([OH:53])=[O:52])=[C:49]([F:56])[CH:48]=1)(O)O.B(O)O>>[C:51]([C:50]1[CH:54]=[CH:55][C:47]([C:12]2[C:13]([CH3:43])([CH3:42])[C@H:14]3[C@:27]([CH3:30])([CH2:28][CH:29]=2)[C@@H:26]2[C@:17]([CH3:41])([C@@:18]4([CH3:40])[C@H:23]([CH2:24][CH2:25]2)[C@H:22]2[C@H:31]([C:34]([CH3:36])=[CH2:35])[CH2:32][CH2:33][C@:21]2([C:37]([OH:39])=[O:38])[CH2:20][CH2:19]4)[CH2:16][CH2:15]3)=[CH:48][C:49]=1[F:56])([OH:53])=[O:52]. Starting materials: ClC1=C(C(=CC=C1)Cl)C1=CC2=C(N=C(N=C2)SC)N(C1=O)C (6-(2,6-Dichlorophenyl)-8-methyl-2-methylsulfanyl-8H-pyrido[2,3-d]pyrimidin-7-one), NCCCCCN1CCN(CC1)C (1-(5-aminopentyl)-4-methylpiperazine). The solvent is O (water). Reaction conditions: time 2 minute. Product: ClC1=C(C(=CC=C1)Cl)C1=CC2=C(N=C(N=C2)NCCCCCN2CCN(CC2)C)N(C1=O)C (6-(2,6-Dichlorophenyl)-8-methyl-2-[5-(4-methylpiperazin-1-yl)-pentylamino]-8H-pyrido[2,3-d]pyrimidin-7-one). As a reaction SMILES: [Cl:1][C:2]1[CH:7]=[CH:6][CH:5]=[C:4]([Cl:8])[C:3]=1[C:9]1[C:20](=[O:21])[N:19]([CH3:22])[C:12]2[N:13]=[C:14](SC)[N:15]=[CH:16][C:11]=2[CH:10]=1.[NH2:23][CH2:24][CH2:25][CH2:26][CH2:27][CH2:28][N:29]1[CH2:34][CH2:33][N:32]([CH3:35])[CH2:31][CH2:30]1>O>[Cl:1][C:2]1[CH:7]=[CH:6][CH:5]=[C:4]([Cl:8])[C:3]=1[C:9]1[C:20](=[O:21])[N:19]([CH3:22])[C:12]2[N:13]=[C:14]([NH:23][CH2:24][CH2:25][CH2:26][CH2:27][CH2:28][N:29]3[CH2:30][CH2:31][N:32]([CH3:35])[CH2:33][CH2:34]3)[N:15]=[CH:16][C:11]=2[CH:10]=1. Procedure details: A mixture of 0.165 g (0.47 mmol) of 6-(2,6-dichlorophenyl)-8-methyl-2-methylsulfanyl-8H-pyrido[2,3-d]pyrimidin-7-one of Example 37 and 0.50 g (2.70 mmol) of 1-(5-aminopentyl)-4-methylpiperazine was heated with stirring in a 180° C. to 185° C. oil bath. After 2 minutes, solution was complete. After 0.5 hour, the solution was cooled to room temperature, and 5 mL of water was added to precipitate a taffy-like gum. Decanted and triturated gum again with 5 mL of water. Decanted and took up gum into 3... The reactants are C(CCCCC)=O (Hexanal), cuprate, enone, C(C)(C)C1C=CC(CC1)=O (4-isopropyl-2-cyclohexenone). The reagents and catalysts are [Cu] (copper). Solvent: C1CCOC1 (THF). Run at time 2 hour. Yields the product OC(CCCCC)C1C(CCC(C1C=CCCCCCC)C(C)C)=O (2-(1-hydroxyhexyl)-3-(1-octen-1-yl)-4-isopropyl cyclohexanone). The yield is 82.0%. As a reaction SMILES: [CH:1]([CH:4]1[CH2:9][CH2:8][C:7](=[O:10])[CH:6]=[CH:5]1)([CH3:3])[CH3:2].[CH:11](=[O:17])[CH2:12][CH2:13][CH2:14][CH2:15][CH3:16]>C1COCC1.[Cu]>[OH:17][CH:11]([CH:6]1[CH:5]([CH:2]=[CH:1][CH2:4][CH2:5][CH2:6][CH2:7][CH2:8][CH3:9])[CH:4]([CH:1]([CH3:3])[CH3:2])[CH2:9][CH2:8][C:7]1=[O:10])[CH2:12][CH2:13][CH2:14][CH2:15][CH3:16]. Procedure details: Following the procedure of Example 1, a mixed solution was formed of the cuprate and Me3ZnLi (0.52 mmol) comprising 10 mol-% of copper per mole of enone. The solution was treated with 4-isopropyl-2-cyclohexenone (77 μL, 0.5 mmol) as a neat liquid over 70 minutes and then stirred for an additional 2 hours. Hexanal (0.25 mL, 2.0 mmol), in 1.0 mL THF at -78° C., was then added. After 5 minutes the mixture was quenched with 5 mL of 10% NH4OH in saturated NH4Cl. The product was extracted with 3×20 mL... Starting materials: ClCC1=CC=C(CN2CCN(CC2)C(=O)OC(C)(C)C)C=C1 (tert-butyl 4-[4-(chloromethyl)benzyl]piperazine-1-carboxylate), C(C)(C)OC1=CC=C(C=C1)O (4-isopropoxyphenol), C(=O)([O-])[O-].[K+].[K+] (K2CO3). Solvent: CN(C)C=O (DMF), O (H2O). Conditions: time 2 day. Product: CC(C)OC1=CC=C(OCC2=CC=C(CN3CCN(CC3)C(=O)OC(C)(C)C)C=C2)C=C1 (tert-butyl 4-(4-{[4-(propan-2-yloxy)phenoxy]methyl}benzyl)piperazine-1-carboxylate). The yield is 99.9%. As a reaction SMILES: Cl[CH2:2][C:3]1[CH:22]=[CH:21][C:6]([CH2:7][N:8]2[CH2:13][CH2:12][N:11]([C:14]([O:16][C:17]([CH3:20])([CH3:19])[CH3:18])=[O:15])[CH2:10][CH2:9]2)=[CH:5][CH:4]=1.[CH:23]([O:26][C:27]1[CH:32]=[CH:31][C:30]([OH:33])=[CH:29][CH:28]=1)([CH3:25])[CH3:24].C([O-])([O-])=O.[K+].[K+]>CN(C=O)C.O>[CH3:25][CH:23]([O:26][C:27]1[CH:32]=[CH:31][C:30]([O:33][CH2:2][C:3]2[CH:22]=[CH:21][C:6]([CH2:7][N:8]3[CH2:13][CH2:12][N:11]([C:14]([O:16][C:17]([CH3:20])([CH3:19])[CH3:18])=[O:15])[CH2:10][CH2:9]3)=[CH:5][CH:4]=2)=[CH:29][CH:28]=1)[CH3:24] |f:2.3.4|. Reported procedure: To a solution of tert-butyl 4-[4-(chloromethyl)benzyl]piperazine-1-carboxylate (4.00 g) in DMF (25 mL) were added 4-isopropoxyphenol (2.81 g) and K2CO3 (3.40 g) at room temperature, then the reaction mixture was stirred for 2 days. The reaction mixture was diluted with H2O, and extracted with AcOEt. The organic layer was washed with water and saturated aqueous NaCl, dried over anhydrous Na2SO4, and concentrated under reduced pressure. The residue was purified by silica gel column chromatography ... Starting materials: CO, Cl, CCOC(=O)C(Cc1ccc(F)cc1)C(O)c1ccc(F)cc1, [Na+], [OH-]. The product is O=C(O)C(Cc1ccc(F)cc1)C(O)c1ccc(F)cc1. RXN SMILES: [CH3:27][OH:28].[ClH:26].[F:1][c:2]1[cH:3][cH:4][c:5]([CH2:6][CH:7]([C:8](=[O:9])[O:10][CH2:11][CH3:12])[CH:13]([OH:14])[c:15]2[cH:16][cH:17][c:18]([F:21])[cH:19][cH:20]2)[cH:22][cH:23]1.[Na+:25].[OH-:24]>>[F:1][c:2]1[cH:3][cH:4][c:5]([CH2:6][CH:7]([C:8](=[O:9])[OH:10])[CH:13]([OH:14])[c:15]2[cH:16][cH:17][c:18]([F:21])[cH:19][cH:20]2)[cH:22][cH:23]1. The reactants are N[C@@]1(N(CCCC1)C(=O)OC(C)(C)C)\C=N/OC(COC1=CC=C(C=C1)CO)=O (tert-Butyl (Z)-(2S)-2-amino[(2-[4-(hydroxymethyl)phenoxy]acetyloxy)imino]methyl-1-piperidinecarboxylate), N1=CC=CC=C1 (pyridine). The product is OCC1=CC=C(OCC2=NC(=NO2)[C@H]2N(CCCC2)C(=O)OC(C)(C)C)C=C1 (tert-butyl (2S)-2-(5-[4-(hydroxymethyl)phenoxymethyl]-1,2,4-oxadiazol-3-yl)-1-piperidinecarboxylate). As a reaction SMILES: N[C@@:2]1(/[CH:15]=[N:16]\[O:17][C:18](=O)[CH2:19][O:20][C:21]2[CH:26]=[CH:25][C:24]([CH2:27][OH:28])=[CH:23][CH:22]=2)[CH2:7][CH2:6][CH2:5][CH2:4][N:3]1[C:8]([O:10][C:11]([CH3:14])([CH3:13])[CH3:12])=[O:9].[N:30]1C=CC=CC=1>>[OH:28][CH2:27][C:24]1[CH:25]=[CH:26][C:21]([O:20][CH2:19][C:18]2[O:17][N:16]=[C:15]([C@@H:2]3[CH2:7][CH2:6][CH2:5][CH2:4][N:3]3[C:8]([O:10][C:11]([CH3:14])([CH3:13])[CH3:12])=[O:9])[N:30]=2)=[CH:22][CH:23]=1. Procedure details: tert-Butyl (Z)-(2S)-2-amino[(2-[4-(hydroxymethyl)phenoxy]acetyloxy)imino]methyl-1-piperidinecarboxylate (see Preparation 12] (2.94 g) was dissolved in pyridine (30 ml) and heated under reflux for 18 hours. The reaction mixture was cooled and the solvent removed under reduced pressure. The residue was partitioned between ethyl acetate and water, the organic layer was separated, dried over magnesium sulphate and the solvent removed under reduced pressure. The crude product was purified by column c... The reactants are Cl.ClC1=NN=C(C2=CC=CC=C12)NC1=CC=C(C=C1)Cl (1-chloro-4-(4-chloroanilino)phthalazine hydrochloride), NCC1=CC=NC=C1 (4-aminomethylpyridine). Reaction conditions: temperature 90 celsius, time 36 hour. The product is ClC1=CC=C(NC2=NN=C(C3=CC=CC=C23)NCC2=CC=NC=C2)C=C1 (1-(4-Chloroanilino)-4-(4-pyridylmethylamino)phthalazine). Reaction SMILES: Cl.Cl[C:3]1[C:12]2[C:7](=[CH:8][CH:9]=[CH:10][CH:11]=2)[C:6]([NH:13][C:14]2[CH:19]=[CH:18][C:17]([Cl:20])=[CH:16][CH:15]=2)=[N:5][N:4]=1.[NH2:21][CH2:22][C:23]1[CH:28]=[CH:27][N:26]=[CH:25][CH:24]=1>>[Cl:20][C:17]1[CH:18]=[CH:19][C:14]([NH:13][C:6]2[C:7]3[C:12](=[CH:11][CH:10]=[CH:9][CH:8]=3)[C:3]([NH:21][CH2:22][C:23]3[CH:28]=[CH:27][N:26]=[CH:25][CH:24]=3)=[N:4][N:5]=2)=[CH:15][CH:16]=1 |f:0.1|. Procedure details: A mixture of 0.5 g (1.5436 mmol) 1-chloro-4-(4-chloroanilino)phthalazine hydrochloride (for preparation see J. Chem. Soc. 1948, 777-782) and 2 g (18.50 mmol) 4-aminomethylpyridine is stirred for 36 h at 90° C. and then purified by means of flash chromatography on silica gel with a particle size of 0.04-0.06 mm using acetate and acetate/methanol (20:1). Evaporation of product-containing fractions, recrystallization of the residue from methanol, and drying of the crystallizate under HV yield the t...